Dataset: the Open Reaction Database (ORD), a public repository of structured organic reaction records. Task: describe an organic reaction: reactants, conditions, products, and yield Reactants: NC=1C=C(C=CC1N)N1CCN(CC1)C(=O)C1=CC=CC=C1 ((4-(3,4-diaminophenyl)piperazin-1-yl)(phenyl)methanone), C(C)(=O)O (acetic acid), C(C=O)=O (oxalaldehyde). Run in C(C)#N (acetonitrile). Run at temperature 50 celsius, time 8 hour. Yields the product C1(=CC=CC=C1)C(=O)N1CCN(CC1)C=1C=C2N=CC=NC2=CC1 (Phenyl(4-(quinoxalin-6-yl)piperazin-1-yl)methanone). Yield: 28.1%. RXN SMILES: [NH2:1][C:2]1[CH:3]=[C:4]([N:9]2[CH2:14][CH2:13][N:12]([C:15]([C:17]3[CH:22]=[CH:21][CH:20]=[CH:19][CH:18]=3)=[O:16])[CH2:11][CH2:10]2)[CH:5]=[CH:6][C:7]=1[NH2:8].[C:23](O)(=O)[CH3:24].C(=O)C=O>C(#N)C>[C:17]1([C:15]([N:12]2[CH2:11][CH2:10][N:9]([C:4]3[CH:3]=[C:2]4[C:7](=[CH:6][CH:5]=3)[N:8]=[CH:24][CH:23]=[N:1]4)[CH2:14][CH2:13]2)=[O:16])[CH:18]=[CH:19][CH:20]=[CH:21][CH:22]=1. Reported procedure: A suspension of (4-(3-amino-4-nitrophenyl)piperazin-1-yl)(phenyl)methanone (2.0 g, 9.0 mmol), 5 ml acetic acid and palladium on carbon (100 mg, 5%) in 50 ml ethanol was stirred at room temperature under hydrogen atmosphere overnight. The mixture was filtered with the aid of celite. Crude (4-(3,4-diaminophenyl)piperazin-1-yl)(phenyl)methanone (1.2 g, 41%) was obtained after removing of solvents. A suspension of (4-(3,4-diaminophenyl)piperazin-1-yl)(phenyl)methanone (0.2 g, 0.67 mmol), acetic acid... The solvent is C1(=CC=CC=C1)C (toluene), C(C)(=O)OCC (ethyl acetate), C1(=CC=CC=C1)C (toluene). Isolated yield 61.6%. Starting materials: CC(C)([O-])C.[K+] (potassium t-butoxide), COC(C1=C(C=C(C(=C1)Br)Cl)N(CCCC(=O)OC)C(=O)OC(C)C)=O (5-Bromo-4-chloro-2-[isopropoxycarbonyl-(3-methoxycarbonyl-propyl)-amino]-benzoic acid methyl ester). Yields the product COC(=O)C1C(C2=C(N(CC1)C(=O)OC(C)C)C=C(C(=C2)Br)Cl)=O (7-Bromo-8-chloro-5-oxo-2,3,4,5-tetrahydro-benzo[b]azepine-1,4-dicarboxylic acid 1-isopropyl ester 4-methyl ester). Reported procedure: To a heated mixture of potassium t-butoxide (1.27 g, 11.3 mmol) in toluene (50 ml) at 70° C. was added a solution of 5-Bromo-4-chloro-2-[isopropoxycarbonyl-(3-methoxycarbonyl-propyl)-amino]-benzoic acid methyl ester (2.55 g, 5.66 mmol) in toluene (50.0 ml) over 30 minutes. After the addition was completed, the mixture was cooled to room temperature and diluted with ethyl acetate (100 ml), and then washed with 1.00N HCl(aq) (120 ml) and brine (3×120 ml). The organic layer was dried over Na2SO4 an... As a reaction SMILES: CC(C)([O-])C.[K+].CO[C:9](=[O:32])[C:10]1[CH:15]=[C:14]([Br:16])[C:13]([Cl:17])=[CH:12][C:11]=1[N:18]([C:26]([O:28][CH:29]([CH3:31])[CH3:30])=[O:27])[CH2:19][CH2:20][CH2:21][C:22]([O:24][CH3:25])=[O:23]>C1(C)C=CC=CC=1.C(OCC)(=O)C>[CH3:25][O:24][C:22]([CH:21]1[CH2:20][CH2:19][N:18]([C:26]([O:28][CH:29]([CH3:30])[CH3:31])=[O:27])[C:11]2[CH:12]=[C:13]([Cl:17])[C:14]([Br:16])=[CH:15][C:10]=2[C:9]1=[O:32])=[O:23] |f:0.1|.